This data is from the Open Reaction Database (ORD), a public repository of structured organic reaction records. The task is: describe an organic reaction: reactants, conditions, products, and yield The reactants are ClC1=CC=C(C=C1)C=1C=CC(NN1)=O (6-(p-chlorophenyl)-3(2H)-pyridazinone), P(=O)(Cl)(Cl)Cl (phosphorus oxychloride). Product: ClC1=CC=C(C=C1)C1=CC=C(N=N1)Cl (6-(p-chlorophenyl)-3-chloropyridazine). As a reaction SMILES: [Cl:1][C:2]1[CH:7]=[CH:6][C:5]([C:8]2[CH:9]=[CH:10][C:11](=O)[NH:12][N:13]=2)=[CH:4][CH:3]=1.P(Cl)(Cl)([Cl:17])=O>>[Cl:1][C:2]1[CH:7]=[CH:6][C:5]([C:8]2[N:13]=[N:12][C:11]([Cl:17])=[CH:10][CH:9]=2)=[CH:4][CH:3]=1. Procedure details: A 269 g. portion of 6-(p-chlorophenyl)-3(2H)-pyridazinone and 1500 ml. of phosphorus oxychloride are heated on a steam bath for 5 hours. The excess phosphorus oxychloride is removed under vacuum. The solid concentrate is diluted with ice water and the resulting solid is recovered by filtration, washed with water and dried. This product is recrystallized twice from dimethylformamide-water yielding 6-(p-chlorophenyl)-3-chloropyridazine as an off-white solid, m.p. 202°-204° C.